Dataset: the Open Reaction Database (ORD), a public repository of structured organic reaction records. Task: describe an organic reaction: reactants, conditions, products, and yield Starting materials: CCOC(=O)C(=O)CCC1(c2ccccc2)OCCO1, CC(N)C(=O)N1CCCC1C(=O)O. Reaction SMILES: [CH2:1]1[O:2][C:3]([CH2:4][CH2:5][C:6]([C:7](=[O:8])[O:9][CH2:10][CH3:11])=[O:12])([c:13]2[cH:14][cH:15][cH:16][cH:17][cH:18]2)[O:19][CH2:20]1.[NH2:21][CH:22]([CH3:23])[C:24](=[O:25])[N:26]1[CH:27]([C:28](=[O:29])[OH:30])[CH2:31][CH2:32][CH2:33]1>>[CH2:1]1[O:2][C:3]([CH2:4][CH2:5][CH:6]([C:7](=[O:8])[O:9][CH2:10][CH3:11])[NH:21][CH:22]([CH3:23])[C:24](=[O:25])[N:26]2[CH:27]([C:28](=[O:29])[OH:30])[CH2:31][CH2:32][CH2:33]2)([c:13]2[cH:14][cH:15][cH:16][cH:17][cH:18]2)[O:19][CH2:20]1. Product: CCOC(=O)C(CCC1(c2ccccc2)OCCO1)NC(C)C(=O)N1CCCC1C(=O)O. Reaction SMILES: Br[C:2]1[C:7]([O:8][CH2:9][C:10]2([CH2:14][O:15][CH3:16])[CH2:13][O:12][CH2:11]2)=[C:6]([O:17][CH3:18])[C:5]([O:19][CH3:20])=[CH:4][CH:3]=1.CC1(C)C(C)(C)OB([C:29]2[CH:30]=[C:31]3[C:35](=[CH:36][CH:37]=2)[C:34](=[O:38])[O:33][CH2:32]3)O1.C1(P(C2CCCCC2)C2CCCCC2)CCCCC1.[O-]P([O-])([O-])=O.[K+].[K+].[K+]>O1CCOCC1.O.C1C=CC(/C=C/C(/C=C/C2C=CC=CC=2)=O)=CC=1.C1C=CC(/C=C/C(/C=C/C2C=CC=CC=2)=O)=CC=1.C1C=CC(/C=C/C(/C=C/C2C=CC=CC=2)=O)=CC=1.[Pd].[Pd]>[CH3:18][O:17][C:6]1[C:7]([O:8][CH2:9][C:10]2([CH2:14][O:15][CH3:16])[CH2:13][O:12][CH2:11]2)=[C:2]([C:29]2[CH:30]=[C:31]3[C:35](=[CH:36][CH:37]=2)[C:34](=[O:38])[O:33][CH2:32]3)[CH:3]=[CH:4][C:5]=1[O:19][CH3:20] |f:3.4.5.6,9.10.11.12.13|. Run in O1CCOCC1 (1,4-dioxan), O (H2O). Reagents/catalysts: C=1C=CC(=CC1)/C=C/C(=O)/C=C/C2=CC=CC=C2.C=1C=CC(=CC1)/C=C/C(=O)/C=C/C2=CC=CC=C2.C=1C=CC(=CC1)/C=C/C(=O)/C=C/C2=CC=CC=C2.[Pd].[Pd] (Pd2(dba)3). The reactants are BrC1=CC=C(C(=C1OCC1(COC1)COC)OC)OC (3-(6-Bromo-2,3-dimethoxy-phenoxymethyl)-3-methoxymethyl-oxetane), CC1(OB(OC1(C)C)C=1C=C2COC(C2=CC1)=O)C (5-(4,4,5,5-Tetramethyl-[1,3,2]dioxaborolan-2-yl)-3H-isobenzofuran-1-one), CC1(OB(OC1(C)C)C=1C=C2COC(C2=CC1)=O)C (5-(4,4,5,5-Tetramethyl-[1,3,2]dioxaborolan-2-yl)-3H-isobenzofuran-1-one), [O-]P(=O)([O-])[O-].[K+].[K+].[K+] (K3PO4), C1(CCCCC1)P(C1CCCCC1)C1CCCCC1 (PCy3). Procedure details: 3-(6-Bromo-2,3-dimethoxy-phenoxymethyl)-3-methoxymethyl-oxetane (0.02 g, 0.06 mmol) and 5-(4,4,5,5-Tetramethyl-[1,3,2]dioxaborolan-2-yl)-3H-isobenzofuran-1-one (Compound 309) (0.039 g, 0.14 mmol) were dissolved in 1,4-dioxan (0.6 mL). Argon was purged through the solution. Pd2(dba)3 0.001 g, 0.001 mmol) and PCy3 (0.0008 g, 0.003 mmol) were added followed by addition of K3PO4 (0.043 g, 0.2 mmol) in H2O (0.3 mL). The reaction mixture was heated in a microwave oven at 120° C. for 10 min. The mixtur... Reaction conditions: temperature 120 celsius. Product: COC=1C(=C(C=CC1OC)C=1C=C2COC(C2=CC1)=O)OCC1(COC1)COC (5-[3,4-Dimethoxy-2-(3-methoxymethyl-oxetan-3-ylmethoxy)-phenyl]-3H-isobenzofuran-1-one). Starting materials: Cl, NN, C1COCCO1, O, N#CSCC1NC(=O)C1N1C(=O)c2ccccc2C1=O. The product is Cl, N#CSCC1NC(=O)C1N. As a reaction SMILES: [ClH:24].[NH2:22][NH2:23].[O:25]1[CH2:26][CH2:27][O:28][CH2:29][CH2:30]1.[OH2:21].[S:1]([C:2]#[N:3])[CH2:4][CH:5]1[CH:6]([N:10]2[C:11](=[O:12])[c:13]3[cH:14][cH:15][cH:16][cH:17][c:18]3[C:19]2=[O:20])[C:7](=[O:9])[NH:8]1>>[ClH:24].[S:1]([C:2]#[N:3])[CH2:4][CH:5]1[CH:6]([NH2:10])[C:7](=[O:9])[NH:8]1. The reactants are FC1=NC=C(C=C1B(O)O)CN1CCOCC1 (2-fluoro-5-(morpholinomethyl)pyridin-3-ylboronic acid), ClC1=NC(=NC(=N1)C)N (4-chloro-6-methyl-1,3,5-triazin-2-amine), C(C)(=O)[O-].[K+] (potassium acetate). Procedure details: To a 20 mL microwave reaction tube was added 2-fluoro-5-(morpholinomethyl)pyridin-3-ylboronic acid (Example 129, Step 3) (2.00 g, 8.33 mmol), 4-chloro-6-methyl-1,3,5-triazin-2-amine (Example 9, 0.501 g, 3.47 mmol), Am-Phos (Aldrich, 0.124 g, 0.175 mmol) and potassium acetate (Aldrich, 1.14 g, 11.6 mmol) in EtOH (10 mL) and water (1 mL). The mixture was degassed by bubbling argon through for 10 min. The tube was heated in a microwave reactor (Biotage) at 100° C. for 20 min. After the reaction mix... Run in CCO (EtOH), O (water). The product is FC1=NC=C(C=C1C1=NC(=NC(=N1)C)N)CN1CCOCC1 (4-(2-fluoro-5-(morpholinomethyl)pyridin-3-yl)-6-methyl-1,3,5-triazin-2-amine). Yield: 25.6%. RXN SMILES: [F:1][C:2]1[C:7](B(O)O)=[CH:6][C:5]([CH2:11][N:12]2[CH2:17][CH2:16][O:15][CH2:14][CH2:13]2)=[CH:4][N:3]=1.Cl[C:19]1[N:24]=[C:23]([CH3:25])[N:22]=[C:21]([NH2:26])[N:20]=1.C([O-])(=O)C.[K+]>CCO.O>[F:1][C:2]1[C:7]([C:19]2[N:24]=[C:23]([CH3:25])[N:22]=[C:21]([NH2:26])[N:20]=2)=[CH:6][C:5]([CH2:11][N:12]2[CH2:17][CH2:16][O:15][CH2:14][CH2:13]2)=[CH:4][N:3]=1 |f:2.3|. Conditions: temperature 100 celsius. Starting materials: CC(C)(C)OC(=O)NC(COc1ccc(Br)cc1)C(=O)O, Cl, COC(=O)C(N)C(C)C, CN(C)C=O, On1nnc2ccccc21. The product is COC(=O)C(NC(=O)C(COc1ccc(Br)cc1)NC(=O)OC(C)(C)C)C(C)C. RXN SMILES: [Br:1][c:2]1[cH:3][cH:4][c:5]([O:6][CH2:7][CH:8]([C:9](=[O:10])[OH:11])[NH:12][C:13](=[O:14])[O:15][C:16]([CH3:17])([CH3:18])[CH3:19])[cH:20][cH:21]1.[ClH:32].[NH2:33][CH:34]([C:35](=[O:36])[O:37][CH3:38])[CH:39]([CH3:40])[CH3:41].[O:42]=[CH:43][N:44]([CH3:45])[CH3:46].[OH:22][n:23]1[c:24]2[c:25]([cH:26][cH:27][cH:28][cH:29]2)[n:30][n:31]1>>[Br:1][c:2]1[cH:3][cH:4][c:5]([O:6][CH2:7][CH:8]([C:9](=[O:11])[NH:33][CH:34]([C:35](=[O:36])[O:37][CH3:38])[CH:39]([CH3:40])[CH3:41])[NH:12][C:13](=[O:14])[O:15][C:16]([CH3:17])([CH3:18])[CH3:19])[cH:20][cH:21]1. Yields the product CC(C)(C)OC(=O)Nc1ccc(NC(=O)C(=O)N2CCC(Cc3ccccc3)CC2)cc1. The reactants are CC(C)(C)OC(=O)NCC(=O)O, CC(C)OC(C)C, Cl, Nc1ccc(NC(=O)C(=O)N2CCC(Cc3ccccc3)CC2)cc1. As a reaction SMILES: [C:27]([CH3:28])([CH3:29])([CH3:30])[O:31][C:32](=[O:33])[NH:34][CH2:35][C:36]([OH:37])=[O:38].[CH:39]([O:40][CH:41]([CH3:42])[CH3:43])([CH3:44])[CH3:45].[ClH:1].[NH2:2][c:3]1[cH:4][cH:5][c:6]([NH:9][C:10]([C:11](=[O:12])[N:13]2[CH2:14][CH2:15][CH:16]([CH2:19][c:20]3[cH:21][cH:22][cH:23][cH:24][cH:25]3)[CH2:17][CH2:18]2)=[O:26])[cH:7][cH:8]1>>[NH:2]([c:3]1[cH:4][cH:5][c:6]([NH:9][C:10]([C:11](=[O:12])[N:13]2[CH2:14][CH2:15][CH:16]([CH2:19][c:20]3[cH:21][cH:22][cH:23][cH:24][cH:25]3)[CH2:17][CH2:18]2)=[O:26])[cH:7][cH:8]1)[C:32]([O:31][C:27]([CH3:28])([CH3:29])[CH3:30])=[O:33]. The reactants are Cc1ccccc1, O=C(Cl)Cl, CCOc1ccc(N)c(F)c1OCC. Product: CCOc1ccc(N=C=O)c(F)c1OCC. As a reaction SMILES: [CH3:19][c:20]1[cH:21][cH:22][cH:23][cH:24][cH:25]1.[Cl:15][C:16]([Cl:17])=[O:18].[F:1][c:2]1[c:3]([NH2:4])[cH:5][cH:6][c:7]([O:12][CH2:13][CH3:14])[c:8]1[O:9][CH2:10][CH3:11]>>[F:1][c:2]1[c:3]([N:4]=[C:16]=[O:18])[cH:5][cH:6][c:7]([O:12][CH2:13][CH3:14])[c:8]1[O:9][CH2:10][CH3:11]. Starting materials: CCOCC, CO, CCCCC, C[Si](C)(C)C#CB1C2CCCC1CCC2, NCCO, C1CCOC1, O=C1CCCCC1. The product is C[Si](C)(C)C#CC1(O)CCCCC1. Reaction SMILES: [CH2:39]([O:40][CH2:41][CH3:42])[CH3:43].[CH3:28][OH:29].[CH3:34][CH2:35][CH2:36][CH2:37][CH3:38].[CH3:6][Si:7]([C:8]#[C:9][B:10]1[CH:11]2[CH2:12][CH2:13][CH2:14][CH:15]1[CH2:16][CH2:17][CH2:18]2)([CH3:19])[CH3:20].[NH2:30][CH2:31][CH2:32][OH:33].[O:1]1[CH2:2][CH2:3][CH2:4][CH2:5]1.[O:21]=[C:22]1[CH2:23][CH2:24][CH2:25][CH2:26][CH2:27]1>>[CH3:6][Si:7]([C:8]#[C:9][C:22]1([OH:21])[CH2:23][CH2:24][CH2:25][CH2:26][CH2:27]1)([CH3:19])[CH3:20]. Starting materials: C(C)C(CO)(CO)CO (2-Ethyl-2-hydroxymethyl-propan-1,3-diol), CC(=O)C (acetone), C1(=CC=C(C=C1)S(=O)(=O)O)C (p-toluenesulphonic acid). Run in C1=CC=CC=C1 (benzene). Product: CC1(OCC(CO1)(CO)CC)C (2,2-dimethyl-5-ethyl-5-hydroxymethyl-1,3-dioxane). RXN SMILES: [CH2:1]([C:3]([CH2:8][OH:9])([CH2:6][OH:7])[CH2:4][OH:5])[CH3:2].[CH3:10][C:11]([CH3:13])=O.C1(C)C=CC(S(O)(=O)=O)=CC=1>C1C=CC=CC=1>[CH3:10][C:11]1([CH3:13])[O:7][CH2:6][C:3]([CH2:1][CH3:2])([CH2:8][OH:9])[CH2:4][O:5]1. Reported procedure: 2-Ethyl-2-hydroxymethyl-propan-1,3-diol (34 g.), acetone (37 ml.) and p-toluenesulphonic acid (0.5 g.) were refluxed in benzene (140 ml.) and water was removed using Dean and Stark apparatus. After ten hours refluxing the mixture was cooled and washed with saturated aqueous sodium hydrogen carbonate solution. The benzene solution was dried over anhydrous magnesium sulphate. The solvent was removed in vacuo. Distillation gave 2,2-dimethyl-5-ethyl-5-hydroxymethyl-1,3-dioxane (35 g.), a colourless ...